Dataset: the Open Reaction Database (ORD), a public repository of structured organic reaction records. Task: describe an organic reaction: reactants, conditions, products, and yield Starting materials: C(C1=CC=CC=C1)OC(=O)N[C@H]1C(N[C@@H]1CC(OC)OC)=O ((3R,4R)-3-benzyloxycarbonylamino-4-(2,2-dimethoxyethyl)azetidin-2-one), CSC (dimethylsulfide), O (water). Run in C(C)(=O)O (acetic acid). Run at temperature 50 celsius. The product is C(C1=CC=CC=C1)OC(=O)N[C@H]1C(N[C@@H]1CC=O)=O ((3R,4R)-3-benzyloxycarbonylamino-4-(2-oxoethyl)azetidin-2-one). Isolated yield 47.2%. RXN SMILES: [CH2:1]([O:8][C:9]([NH:11][C@@H:12]1[C@@H:15]([CH2:16][CH:17](OC)[O:18]C)[NH:14][C:13]1=[O:22])=[O:10])[C:2]1[CH:7]=[CH:6][CH:5]=[CH:4][CH:3]=1.CSC.O>C(O)(=O)C>[CH2:1]([O:8][C:9]([NH:11][C@@H:12]1[C@@H:15]([CH2:16][CH:17]=[O:18])[NH:14][C:13]1=[O:22])=[O:10])[C:2]1[CH:3]=[CH:4][CH:5]=[CH:6][CH:7]=1. Reported procedure: To a solution of (3R,4R)-3-benzyloxycarbonylamino-4-(2,2-dimethoxyethyl)azetidin-2-one (2.15 g) in acetic acid (35.2 ml) were added dimethylsulfide (2 ml) and water (8.8 ml) at ambient temperature and the mixture was heated at 50° C. for 4.5 hours. The reaction mixture was evaporated in vacuo and the residue was dissolved in xylene (40 ml). The mixture was evaporated in vacuo and the residue was chromatographed on silica gel (10 g) eluting with a mixture of methylene chloride and acetone (5:1-2:... The reactants are COC1=C(C=CC2=C1CCCC(C2)NCCOC)N (1-methoxy-N(6)-(2-methoxyethyl)-6,7,8,9-tetrahydro-5H-benzocyclohepten-2,6-diamine), ClC1=NC=C(C(=N1)N[C@H]1[C@@H](CCCC1)NS(=O)(=O)C)Cl (N-[(1R,2R)-2-(2,5-dichloropyrimidin-4-ylamino)-cyclohexyl]-methanesulfonamide). The product is ClC=1C(=NC(=NC1)NC=1C=CC2=C(CCCC(C2)NCCOC)C1OC)N[C@H]1[C@@H](CCCC1)NS(=O)(=O)C (N-((1R,2R)-2-{5-Chloro-2-[1-methoxy-6-(2-methoxy-ethylamino)-6,7,8,9-tetrahydro-5H-benzocyclohepten-2-ylamino]-pyrimidin-4-ylamino}-cyclohexyl)-methanesulfonamide), foam. The yield is 31.0%. As a reaction SMILES: [CH3:1][O:2][C:3]1[C:8]2[CH2:9][CH2:10][CH2:11][CH:12]([NH:14][CH2:15][CH2:16][O:17][CH3:18])[CH2:13][C:7]=2[CH:6]=[CH:5][C:4]=1[NH2:19].Cl[C:21]1[N:26]=[C:25]([NH:27][C@@H:28]2[CH2:33][CH2:32][CH2:31][CH2:30][C@H:29]2[NH:34][S:35]([CH3:38])(=[O:37])=[O:36])[C:24]([Cl:39])=[CH:23][N:22]=1>>[Cl:39][C:24]1[C:25]([NH:27][C@@H:28]2[CH2:33][CH2:32][CH2:31][CH2:30][C@H:29]2[NH:34][S:35]([CH3:38])(=[O:37])=[O:36])=[N:26][C:21]([NH:19][C:4]2[CH:5]=[CH:6][C:7]3[CH2:13][CH:12]([NH:14][CH2:15][CH2:16][O:17][CH3:18])[CH2:11][CH2:10][CH2:9][C:8]=3[C:3]=2[O:2][CH3:1])=[N:22][CH:23]=1. Procedure: The title compound was prepared from 1-methoxy-N(6)-(2-methoxyethyl)-6,7,8,9-tetrahydro-5H-benzocyclohepten-2,6-diamine (70 mg, 0.3 mmol) and N-[(1R,2R)-2-(2,5-dichloropyrimidin-4-ylamino)-cyclohexyl]-methanesulfonamide (90 mg, 0.26 mmol) in an analogous manner to Example 946 to afford a peach foam (47 mg, 31%). Mp: 81-3° C. LCMS (m/e) 567 (M+1); 1H-NMR (CDCl3, 400 MHz) δ 7.96 (m, 2H), 7.33 (d, J=6 Hz, 1H), 6.92 (d, J=8 Hz, 1H), 5.47 (d, J=8 Hz, 1H), 3.92 (m, 1H), 3.73 (s, 3H), 3.51 (m, 2H), 3.3... The reactants are ClC1=C(C=CC(=C1)Cl)C(C(C(F)(F)F)(O)C1=CC(NC=C1)=O)C (4-[2-(2,4-Dichloro-phenyl)-1-hydroxy-1-trifluoromethyl-propyl]-1H-pyridin-2-one), COC(CBr)=O (bromo-acetic acid methyl ester), O (water), CC(C)(C)[O-].[K+] (t-BuOK). The product is COC(CN1C(C=C(C=C1)C(C(C)C1=C(C=C(C=C1)Cl)Cl)(C(F)(F)F)O)=O)=O ({4-[2-(2,4-Dichloro-phenyl)-1-hydroxy-1-trifluoromethyl-propyl]-2-oxo-2H-pyridin-1-yl}-acetic acid methyl ester), solid. Reaction conditions: time 5 minute. The solvent is C1CCOC1 (THF). RXN SMILES: [Cl:1][C:2]1[CH:7]=[C:6]([Cl:8])[CH:5]=[CH:4][C:3]=1[CH:9]([CH3:23])[C:10]([C:16]1[CH:21]=[CH:20][NH:19][C:18](=[O:22])[CH:17]=1)([OH:15])[C:11]([F:14])([F:13])[F:12].CC([O-])(C)C.[K+].[CH3:30][O:31][C:32](=[O:35])[CH2:33]Br.O>C1COCC1>[CH3:30][O:31][C:32](=[O:35])[CH2:33][N:19]1[CH:20]=[CH:21][C:16]([C:10]([OH:15])([C:11]([F:14])([F:13])[F:12])[CH:9]([C:3]2[CH:4]=[CH:5][C:6]([Cl:8])=[CH:7][C:2]=2[Cl:1])[CH3:23])=[CH:17][C:18]1=[O:22] |f:1.2|. Reported procedure: 4-[2-(2,4-Dichloro-phenyl)-1-hydroxy-1-trifluoromethyl-propyl]-1H-pyridin-2-one (Example 119, 100 mg) was dissolved in THF (10 mL), and treated with t-BuOK (34 mg). After 5 minutes stirring, bromo-acetic acid methyl ester (0.03 mL) was added and the reaction mixture was stirred at 55° C. for 17 h. The reaction mixture was then cooled down to r.t., poured into water (50 mL) and extracted twice with ethyl acetate. The combined organic phases were washed with brine, dried over MgSO4 and concentrate... Starting materials: [OH-].[K+] (potassium hydroxide), Cl.C1(CC1)CN ((cyclopropylmethyl)amine hydrochloride), BrC=1C=CC2=C(C(=NCC=3N2C(=NN3)CCl)C3=CC=CC=C3)C1 (8-bromo-1-(chloromethyl)-6-phenyl-4H-s-triazolo[4,3-a][1,4]benzodiazepine), [I-].[K+] (potassium iodide). The solvent is O1CCCC1 (tetrahydrofuran). Product: BrC=1C=CC2=C(C(=NCC=3N2C(=NN3)CNCC3CC3)C3=CC=CC=C3)C1 (8-bromo-1-[[(cyclopropylmethyl)amino]methyl]-6-phenyl-4H-s-triazolo[4,3-a][1,4]benzodiazepine). RXN SMILES: [OH-].[K+].Cl.[CH:4]1([CH2:7][NH2:8])[CH2:6][CH2:5]1.[Br:9][C:10]1[CH:11]=[CH:12][C:13]2[N:19]3[C:20]([CH2:23]Cl)=[N:21][N:22]=[C:18]3[CH2:17][N:16]=[C:15]([C:25]3[CH:30]=[CH:29][CH:28]=[CH:27][CH:26]=3)[C:14]=2[CH:31]=1.[I-].[K+]>O1CCCC1>[Br:9][C:10]1[CH:11]=[CH:12][C:13]2[N:19]3[C:20]([CH2:23][NH:8][CH2:7][CH:4]4[CH2:6][CH2:5]4)=[N:21][N:22]=[C:18]3[CH2:17][N:16]=[C:15]([C:25]3[CH:30]=[CH:29][CH:28]=[CH:27][CH:26]=3)[C:14]=2[CH:31]=1 |f:0.1,2.3,5.6|. Reported procedure: In the manner given in Example 3, a solution of potassium hydroxide and (cyclopropylmethyl)amine hydrochloride is treated with a solution of 8-bromo-1-(chloromethyl)-6-phenyl-4H-s-triazolo[4,3-a][1,4]benzodiazepine and potassium iodide in tetrahydrofuran to give 8-bromo-1-[[(cyclopropylmethyl)amino]methyl]-6-phenyl-4H-s-triazolo[4,3-a][1,4]benzodiazepine. Reactants: O=C([O-])[O-], CC(=O)[O-], CC(=O)[O-], CCC(CC)c1cc(C)nc2c(I)c(C)nn12, CN(C)C=O, Clc1csc(N2CCOCC2)n1, [Cs+], [Cs+], I[Cu]I, [Pd+2], c1ccc(P(c2ccccc2)c2ccccc2)cc1. The product is CCC(CC)c1cc(C)nc2c(-c3sc(N4CCOCC4)nc3Cl)c(C)nn12. As a reaction SMILES: [C:30](=[O:31])([O-:32])[O-:33].[C:63]([O-:64])(=[O:65])[CH3:66].[C:68]([O-:69])(=[O:70])[CH3:71].[CH2:1]([CH3:2])[CH:3]([CH2:4][CH3:5])[c:6]1[cH:7][c:8]([CH3:17])[n:9][c:10]2[n:11]1[n:12][c:13]([CH3:16])[c:14]2[I:15].[CH3:55][N:56]([CH3:57])[CH:58]=[O:59].[Cl:18][c:19]1[n:20][c:21]([N:24]2[CH2:25][CH2:26][O:27][CH2:28][CH2:29]2)[s:22][cH:23]1.[Cs+:34].[Cs+:35].[Cu:60]([I:61])[I:62].[Pd+2:67].[c:36]1([P:37]([c:38]2[cH:39][cH:40][cH:41][cH:42][cH:43]2)[c:44]2[cH:45][cH:46][cH:47][cH:48][cH:49]2)[cH:50][cH:51][cH:52][cH:53][cH:54]1>>[CH2:1]([CH3:2])[CH:3]([CH2:4][CH3:5])[c:6]1[cH:7][c:8]([CH3:17])[n:9][c:10]2[n:11]1[n:12][c:13]([CH3:16])[c:14]2-[c:23]1[c:19]([Cl:18])[n:20][c:21]([N:24]2[CH2:25][CH2:26][O:27][CH2:28][CH2:29]2)[s:22]1. Reactants: C(#N)C(C(=O)N)=NOC (2-cyano-2-methoxyimino-acetamide), C([O-])(O)=O.[Na+] (sodium bicarbonate), Cl.NO (hydroxylamine hydrochloride). Run in O (water), O (water). Reaction conditions: time 3 hour. The product is C(=O)(O)C(C(N)=NO)=NOC (2-carboxy-2-methoxyimino-acetamidoxime). Yield: 88.5%. As a reaction SMILES: [C:1]([C:3](=[N:7][O:8][CH3:9])[C:4](N)=[O:5])#[N:2].C(=O)(O)[O-:11].[Na+].Cl.[NH2:16][OH:17]>O>[C:4]([C:3](=[N:7][O:8][CH3:9])[C:1](=[N:16][OH:17])[NH2:2])([OH:11])=[O:5] |f:1.2,3.4|. Procedure: To a suspension of 2-cyano-2-methoxyimino-acetamide (24.4 g, 0.19 mol) and sodium bicarbonate (32.2 g, 0.38 mol) in water, hydroxylamine hydrochloride (13.3 g, 0.19 mol) in water (18.4 g) was added dropwise at 80° to 85° C. The mixture was stirred at the same temperature for 3 hrs. Then, the reaction solution was concentrated followed by adjusting to pH 2.0 with concentrated hydrochloric acid and then cooling to separate crystals. The crystals were filtered off, washed with methanol (20 g) and d...